Dataset: the Open Reaction Database (ORD), a public repository of structured organic reaction records. Task: describe an organic reaction: reactants, conditions, products, and yield Starting materials: N1=C(C=CC=C1)C1NCCNC1 (2-(2-pyridinyl)piperazine), C(C)N1C=C(C(C2=CC(=C(C(=C12)F)F)F)=O)C(=O)O (1-ethyl-1,4-dihydro-6,7,8-trifluoro-4-oxo-3-quinolinecarboxylic acid). The solvent is N1=CC=CC=C1 (pyridine). Yields the product C(C)N1C=C(C(C2=CC(=C(C(=C12)F)N1CC(NCC1)C1=NC=CC=C1)F)=O)C(=O)O (1-Ethyl-6,8-difluoro-1,4-dihydro-4-oxo-7-[3-(2-pyridinyl)-1-piperazinyl]-3-quinolinecarboxylic acid). Yield: 66.7%. As a reaction SMILES: [N:1]1[CH:6]=[CH:5][CH:4]=[CH:3][C:2]=1[CH:7]1[CH2:12][NH:11][CH2:10][CH2:9][NH:8]1.[CH2:13]([N:15]1[C:24]2[C:19](=[CH:20][C:21]([F:27])=[C:22](F)[C:23]=2[F:25])[C:18](=[O:28])[C:17]([C:29]([OH:31])=[O:30])=[CH:16]1)[CH3:14]>N1C=CC=CC=1>[CH2:13]([N:15]1[C:24]2[C:19](=[CH:20][C:21]([F:27])=[C:22]([N:11]3[CH2:10][CH2:9][NH:8][CH:7]([C:2]4[CH:3]=[CH:4][CH:5]=[CH:6][N:1]=4)[CH2:12]3)[C:23]=2[F:25])[C:18](=[O:28])[C:17]([C:29]([OH:31])=[O:30])=[CH:16]1)[CH3:14]. Procedure details: The 320 mg of 2-(2-pyridinyl)piperazine, 270 mg of 1-ethyl-1,4-dihydro-6,7,8-trifluoro-4-oxo-3-quinolinecarboxylic acid and 5 ml of pyridine were stirred at 70°-80° C. for 4 hours, then cooled and the pyridine removed in vacuo. The residue was taken up in methanol and then precipitated with ether. The solid was collected and dried, giving 275 mg of the desired product, mp 222°-224° C. (dec.).